This data is from the Open Reaction Database (ORD), a public repository of structured organic reaction records. The task is: describe an organic reaction: reactants, conditions, products, and yield Reactants: 2-[5-(4-Bromo-phenyl)-5-methyl-4-oxo-4,5-dihydro-4H-imidazol-2-yl]-pyrrolidine-1-carboxylic acid tert-butyl ester, C(C)(C)(C)OC(=O)N1C(CCC1)C(NC(C)(C(N)=O)C1=CC=C(C=C1)Br)=O (2-[1-(4-bromo-phenyl)-1-carbamoyl-ethylcarbamoyl]-pyrrolidine-1-carboxylic acid tert-butyl ester), [OH-].[Na+] (NaOH). The solvent is C(C)O (ethanol). Reaction conditions: time 3 hour. The product is BrC1=CC=C(C=C1)C1(C(NC(N1)=O)=O)C (5-(4-Bromo-phenyl)-5-methyl-imidazolidine-2,4-dione). The yield is 123.9%. As a reaction SMILES: C(OC(N1CCCC1[C:13](=[O:27])[NH:14][C:15]([C:20]1[CH:25]=[CH:24][C:23]([Br:26])=[CH:22][CH:21]=1)([C:17](=[O:19])[NH2:18])[CH3:16])=O)(C)(C)C.[OH-].[Na+]>C(O)C>[Br:26][C:23]1[CH:24]=[CH:25][C:20]([C:15]2([CH3:16])[NH:14][C:13](=[O:27])[NH:18][C:17]2=[O:19])=[CH:21][CH:22]=1 |f:1.2|. Procedure details: A mixture of 4-bromo acetophenone (8.0 g, 40.2 mmol), ammonium carbonate (40 g, 402 mmol) and potassium cyanide (3.4 g, 52.3 mmol) in a mixed solvent of ethanol (90 mL) and water (90 mL) was stirred at 55° C. for 5 hours, then 12 hours at ambient. The solution was adjusted to pH=6 with 6 NHCl carefully and subsequently stirred at room temerature for 2 hours. The precipitate was filtered off, washed with water. The collected white solid was dried under vacuum to give the product (9.2 g, 85%). m/z... Reactants: COc1ccc(C=CC(=O)O)c(Cl)c1Cl, C1CCOC1. Yields the product COc1ccc(CCC(=O)O)c(Cl)c1Cl. Reaction SMILES: [Cl:1][c:2]1[c:3]([CH:4]=[CH:5][C:6](=[O:7])[OH:8])[cH:9][cH:10][c:11]([O:14][CH3:15])[c:12]1[Cl:13].[O:16]1[CH2:17][CH2:18][CH2:19][CH2:20]1>>[Cl:1][c:2]1[c:3]([CH2:4][CH2:5][C:6](=[O:7])[OH:8])[cH:9][cH:10][c:11]([O:14][CH3:15])[c:12]1[Cl:13]. The reactants are CNC(=O)N(CCO)CCOc1ccc(C#N)cc1, C1CCOC1, [Li]CCCC, Cc1ccc(S(=O)(=O)Cl)cc1. Product: CNC(=O)N(CCOc1ccc(C#N)cc1)CCOS(=O)(=O)c1ccc(C)cc1. RXN SMILES: [C:1](#[N:2])[c:3]1[cH:4][cH:5][c:6]([O:7][CH2:8][CH2:9][N:10]([C:11](=[O:12])[NH:13][CH3:14])[CH2:15][CH2:16][OH:17])[cH:18][cH:19]1.[CH2:36]1[O:37][CH2:38][CH2:39][CH2:40]1.[CH3:20][CH2:21][CH2:22][CH2:23][Li:24].[c:25]1([CH3:35])[cH:26][cH:27][c:28]([S:31](=[O:32])(=[O:33])[Cl:34])[cH:29][cH:30]1>>[C:1](#[N:2])[c:3]1[cH:4][cH:5][c:6]([O:7][CH2:8][CH2:9][N:10]([C:11](=[O:12])[NH:13][CH3:14])[CH2:15][CH2:16][O:17][S:31]([c:28]2[cH:27][cH:26][c:25]([CH3:35])[cH:30][cH:29]2)(=[O:32])=[O:33])[cH:18][cH:19]1.